From a dataset of the Open Reaction Database (ORD), a public repository of structured organic reaction records. describe an organic reaction: reactants, conditions, products, and yield As a reaction SMILES: [C:1]([c:2]1[cH:3][cH:4][cH:5][cH:6][cH:7]1)([c:8]1[cH:9][cH:10][cH:11][cH:12][cH:13]1)([c:14]1[cH:15][cH:16][cH:17][cH:18][cH:19]1)[NH:20][CH:21]([CH:22]([CH3:23])[CH3:24])[C:25](=[O:26])[O:27][CH2:28][CH:29]([CH2:30][CH2:31][CH2:32][C:33](=[O:34])[O:35][CH:36]([CH2:37][O:38][c:39]1[c:40]2[c:41](=[O:52])[cH:42][c:43]([C:49](=[O:50])[OH:51])[o:44][c:45]2[cH:46][cH:47][cH:48]1)[CH2:53][O:54][c:55]1[c:56]2[c:57](=[O:68])[cH:58][c:59]([C:65](=[O:66])[OH:67])[o:60][c:61]2[cH:62][cH:63][cH:64]1)[CH2:69][O:70][C:71]([CH2:72][CH2:73][CH2:74][CH2:75][CH2:76][CH2:77][CH2:78][CH2:79][CH2:80][CH2:81][CH2:82][CH2:83][CH2:84][CH2:85][CH2:86][CH2:87][CH3:88])=[O:89].[CH3:90][C:91](=[O:92])[OH:93].[CH3:94][CH2:95][O:96][C:97](=[O:98])[CH3:99]>>[NH2:20][CH:21]([CH:22]([CH3:23])[CH3:24])[C:25](=[O:26])[O:27][CH2:28][CH:29]([CH2:30][CH2:31][CH2:32][C:33](=[O:34])[O:35][CH:36]([CH2:37][O:38][c:39]1[c:40]2[c:41](=[O:52])[cH:42][c:43]([C:49](=[O:50])[OH:51])[o:44][c:45]2[cH:46][cH:47][cH:48]1)[CH2:53][O:54][c:55]1[c:56]2[c:57](=[O:68])[cH:58][c:59]([C:65](=[O:66])[OH:67])[o:60][c:61]2[cH:62][cH:63][cH:64]1)[CH2:69][O:70][C:71]([CH2:72][CH2:73][CH2:74][CH2:75][CH2:76][CH2:77][CH2:78][CH2:79][CH2:80][CH2:81][CH2:82][CH2:83][CH2:84][CH2:85][CH2:86][CH2:87][CH3:88])=[O:89]. The reactants are CCCCCCCCCCCCCCCCCC(=O)OCC(CCCC(=O)OC(COc1cccc2oc(C(=O)O)cc(=O)c12)COc1cccc2oc(C(=O)O)cc(=O)c12)COC(=O)C(NC(c1ccccc1)(c1ccccc1)c1ccccc1)C(C)C, CC(=O)O, CCOC(C)=O. Yields the product CCCCCCCCCCCCCCCCCC(=O)OCC(CCCC(=O)OC(COc1cccc2oc(C(=O)O)cc(=O)c12)COc1cccc2oc(C(=O)O)cc(=O)c12)COC(=O)C(N)C(C)C.